Dataset: the Open Reaction Database (ORD), a public repository of structured organic reaction records. Task: describe an organic reaction: reactants, conditions, products, and yield Starting materials: COC(=O)c1cc(Br)cc([N+](=O)[O-])c1C, O=C([O-])O, CCO, [Cl-], [Fe], [NH4+]. Yields the product COC(=O)c1cc(Br)cc(N)c1C. As a reaction SMILES: [Br:1][c:2]1[cH:3][c:4]([N+:13]([O-:14])=[O:15])[c:5]([CH3:12])[c:6]([C:7](=[O:8])[O:9][CH3:10])[cH:11]1.[C:21](=[O:22])([OH:23])[O-:24].[CH3:18][CH2:19][OH:20].[Cl-:16].[Fe:25].[NH4+:17]>>[Br:1][c:2]1[cH:3][c:4]([NH2:13])[c:5]([CH3:12])[c:6]([C:7](=[O:8])[O:9][CH3:10])[cH:11]1.